From a dataset of the Open Reaction Database (ORD), a public repository of structured organic reaction records. describe an organic reaction: reactants, conditions, products, and yield Reactants: COCCOC, FC(F)(F)c1ccc(CBr)cc1, CCOC(=O)CC(=O)c1ccccc1F, [H-], [Na+], O. Product: CCOC(=O)C(Cc1ccc(C(F)(F)F)cc1)C(=O)c1ccccc1F. As a reaction SMILES: [CH3:31][O:32][CH2:33][CH2:34][O:35][CH3:36].[F:18][C:19]([c:20]1[cH:21][cH:22][c:23]([CH2:24][Br:25])[cH:26][cH:27]1)([F:28])[F:29].[F:1][c:2]1[c:3]([C:8]([CH2:9][C:10](=[O:11])[O:12][CH2:13][CH3:14])=[O:15])[cH:4][cH:5][cH:6][cH:7]1.[H-:16].[Na+:17].[OH2:30]>>[F:1][c:2]1[c:3]([C:8]([CH:9]([C:10](=[O:11])[O:12][CH2:13][CH3:14])[CH2:24][c:23]2[cH:22][cH:21][c:20]([C:19]([F:18])([F:28])[F:29])[cH:27][cH:26]2)=[O:15])[cH:4][cH:5][cH:6][cH:7]1. Starting materials: CCOC(C)=O, Cl, Cn1ncc(C=CC(=O)Nc2ccc(CNC(=O)OC(C)(C)C)cc2)c1-c1ccc(F)cc1. Product: Cn1ncc(C=CC(=O)Nc2ccc(CN)cc2)c1-c1ccc(F)cc1. RXN SMILES: [CH3:35][CH2:36][O:37][C:38](=[O:39])[CH3:40].[ClH:34].[F:1][c:2]1[cH:3][cH:4][c:5](-[c:8]2[c:9]([CH:14]=[CH:15][C:16](=[O:17])[NH:18][c:19]3[cH:20][cH:21][c:22]([CH2:23][NH:24][C:25](=[O:26])[O:27][C:28]([CH3:29])([CH3:30])[CH3:31])[cH:32][cH:33]3)[cH:10][n:11][n:12]2[CH3:13])[cH:6][cH:7]1>>[F:1][c:2]1[cH:3][cH:4][c:5](-[c:8]2[c:9]([CH:14]=[CH:15][C:16](=[O:17])[NH:18][c:19]3[cH:20][cH:21][c:22]([CH2:23][NH2:24])[cH:32][cH:33]3)[cH:10][n:11][n:12]2[CH3:13])[cH:6][cH:7]1.